This data is from the Open Reaction Database (ORD), a public repository of structured organic reaction records. The task is: describe an organic reaction: reactants, conditions, products, and yield Starting materials: O=C(O)c1ccccc1-c1ccccc1CN1C(=O)c2ccccc2C1=O, CO, NN, O. Yields the product NCc1ccccc1-c1ccccc1C(=O)O. Reaction SMILES: [C:1]1(=[O:2])[N:5]([CH2:6][c:7]2[c:8](-[c:13]3[c:14]([C:19](=[O:20])[OH:21])[cH:15][cH:16][cH:17][cH:18]3)[cH:9][cH:10][cH:11][cH:12]2)[C:3](=[O:4])[c:22]2[cH:23][cH:24][cH:25][cH:26][c:27]21.[CH3:31][OH:32].[NH2:29][NH2:30].[OH2:28]>>[NH2:5][CH2:6][c:7]1[c:8](-[c:13]2[c:14]([C:19](=[O:20])[OH:21])[cH:15][cH:16][cH:17][cH:18]2)[cH:9][cH:10][cH:11][cH:12]1. The reactants are Cl (HCl), BrC1=NC=2N(C(N(C(C2N1CCC(C)C)=O)CCCO[Si](C)(C)C(C)(C)C)=O)C (8-Bromo-1-(3-((tert-butyldimethylsilyl)oxy)propyl)-7-isopentyl-3-methyl-1H-purine-2,6(3H,7H)-dione), C([O-])([O-])=O.[K+].[K+] (potassium carbonate), BrC1=NC=2N(C(N(C(C2N1CCC(C)C)=O)CCCO[Si](C)(C)C(C)(C)C)=O)C (8-Bromo-1-(3-((tert-butyldimethylsilyl)oxy)propyl)-7-isopentyl-3-methyl-1H-purine-2,6(3H,7H)-dione), FC=1C=C(C=CC1)O (3-fluorophenol). The yield is 48.0%. Product: FC=1C=C(OC2=NC=3N(C(N(C(C3N2CCC(C)C)=O)CCCO)=O)C)C=CC1 (8-(3-fluorophenoxy)-1-(3-hydroxypropyl)-7-isopentyl-3-methyl-1H-purine-2,6(3H,7H)-dione). Reaction SMILES: Br[C:2]1[N:10]([CH2:11][CH2:12][CH:13]([CH3:15])[CH3:14])[C:9]2[C:8](=[O:16])[N:7]([CH2:17][CH2:18][CH2:19][O:20][Si](C(C)(C)C)(C)C)[C:6](=[O:28])[N:5]([CH3:29])[C:4]=2[N:3]=1.[F:30][C:31]1[CH:32]=[C:33]([OH:37])[CH:34]=[CH:35][CH:36]=1.C(=O)([O-])[O-].[K+].[K+].Cl>CN(C=O)C.O>[F:30][C:31]1[CH:32]=[C:33]([CH:34]=[CH:35][CH:36]=1)[O:37][C:2]1[N:10]([CH2:11][CH2:12][CH:13]([CH3:14])[CH3:15])[C:9]2[C:8](=[O:16])[N:7]([CH2:17][CH2:18][CH2:19][OH:20])[C:6](=[O:28])[N:5]([CH3:29])[C:4]=2[N:3]=1 |f:2.3.4|. Run at temperature 90 celsius, time 1 hour. The solvent is O (water), CN(C)C=O (DMF). Procedure details: 8-Bromo-1-(3-((tert-butyldimethylsilyl)oxy)propyl-7-isopentyl-3-methyl-1H-purine-2,6(3H,7H)-dione (0.50 g, 1.03 mmol, intermediate 82), 3-fluorophenol (0.098 mL, 1.08 mmol) and potassium carbonate (0.29 g, 2.06 mmol) were combined in DMF (8 mL) and heated at 90° C. for 15 h. The reaction was cooled to room temperature and acidified with 6N HCl to pH=1. The reaction was stirred for 1 h then diluted with water (100 mL) and extracted with ethyl acetate (3×75 mL). The combined extracts were washed w... Reactants: [OH-].[Na+] (sodium hydroxide), OC(C(=O)OC)CC=CCCCCCCCCCCCCC (Methyl 2-hydroxy-4-octadecenoate). Solvent: O (water), CO (methanol). The product is OC(C(=O)O)CC=CCCCCCCCCCCCCC (2-hydroxy-4-octadecenoic acid). As a reaction SMILES: [OH:1][CH:2]([CH2:7][CH:8]=[CH:9][CH2:10][CH2:11][CH2:12][CH2:13][CH2:14][CH2:15][CH2:16][CH2:17][CH2:18][CH2:19][CH2:20][CH2:21][CH3:22])[C:3]([O:5]C)=[O:4].[OH-].[Na+]>O.CO>[OH:1][CH:2]([CH2:7][CH:8]=[CH:9][CH2:10][CH2:11][CH2:12][CH2:13][CH2:14][CH2:15][CH2:16][CH2:17][CH2:18][CH2:19][CH2:20][CH2:21][CH3:22])[C:3]([OH:5])=[O:4] |f:1.2|. Procedure: Methyl 2-hydroxy-4-octadecenoate (8.21 g, 0.026 mol, 1.0 eq) is heated under reflux with a large excess of sodium hydroxide (8.4 g, 0.21 mol, 8.1 eq) in water (20 ml) and methanol (20 ml) for 1 hour. After cooling down to room temperature, the mixture is washed with hexane (50 ml) and the organic phase separated. The clear aqueous layer is acidified to pH 1 with concentrated hydrochloric acid and the resultant mixture is extracted with diethylether (3×50 ml), the combined organic layers being wa... The reactants are CCCCCNO, CC(C)OC(C)C, O=C=Nc1ccc(Cl)c(Cl)c1. The product is CCCCCN(O)C(=O)Nc1ccc(Cl)c(Cl)c1. Reaction SMILES: [CH2:1]([CH2:2][CH2:3][CH2:4][CH3:5])[NH:6][OH:7].[CH:19]([O:20][CH:21]([CH3:22])[CH3:23])([CH3:24])[CH3:25].[Cl:8][c:9]1[cH:10][c:11]([N:16]=[C:17]=[O:18])[cH:12][cH:13][c:14]1[Cl:15]>>[CH2:1]([CH2:2][CH2:3][CH2:4][CH3:5])[N:6]([OH:7])[C:17]([NH:16][c:11]1[cH:10][c:9]([Cl:8])[c:14]([Cl:15])[cH:13][cH:12]1)=[O:18]. Starting materials: CO (methanol), OC1=CC=C(C=C1)C(CC)=O (4'-hydroxypropiophenone), C(C1=CC=CC=C1)C1=CC=NC=C1 (4-benzylpyridine), BrBr (bromine). The solvent is C(C)O (ethanol). Conditions: time 30 minute. Yields the product CC(C(C=1C=CC(=CC1)O)O)N2CCC(CC2)CC=3C=CC=CC3.Br (ifenprodil hydrobromide). Yield: 65.8%. As a reaction SMILES: CO.[OH:3][C:4]1[CH:9]=[CH:8][C:7]([C:10](=[O:13])[CH2:11][CH3:12])=[CH:6][CH:5]=1.[Br:14]Br.[CH2:16]([C:23]1[CH:28]=[CH:27][N:26]=[CH:25][CH:24]=1)[C:17]1[CH:22]=[CH:21][CH:20]=[CH:19][CH:18]=1>C(O)C>[CH3:12][CH:11]([N:26]1[CH2:27][CH2:28][CH:23]([CH2:16][C:17]2[CH:18]=[CH:19][CH:20]=[CH:21][CH:22]=2)[CH2:24][CH2:25]1)[CH:10]([OH:13])[C:7]1[CH:8]=[CH:9][C:4]([OH:3])=[CH:5][CH:6]=1.[BrH:14] |f:5.6|. Procedure details: To 5 ml of methanol were added 6.0 g of 4'-hydroxypropiophenone. 6.4 Grams of bromine were added dropwise to the mixture with stirring at room temperature. The reaction liquid was stirred for an additional 10 minutes and then air was introduced thereinto at a flow rate of 200 ml/minute for 30 minutes at room temperature. To the reaction liquid were then added 7.5 g of 4-benzylpyridine and 100 ml of ethanol, and the mixture was refluxed under heating for 5 hours. The reaction mixture was treated ... The reactants are O.O.O.O.O.[N+](=O)([O-])[O-].[Bi+3].[N+](=O)([O-])[O-].[N+](=O)([O-])[O-] (bismuth nitrate pentahydrate), [Mo]=O (molybdenum oxide). Run in O (water), [N+](=O)(O)[O-] (nitric acid), O (water), [OH-].[NH4+] (ammonium hydroxide), [OH-].[NH4+] (ammonium hydroxide). Run at time 3 hour. Product: [O-2].[O-2].[O-2].[O-2].[O-2].[O-2].[O-2].[O-2].[O-2].[Mo].[Mo].[Bi+3].[Bi+3] (Bismuth Molybdate). As a reaction SMILES: [Mo:1]=[O:2].O.O.O.O.O.[N+]([O-])([O-])=[O:9].[Bi+3:12].[N+]([O-])([O-])=[O:14].[N+]([O-])([O-])=[O:18]>O.[OH-].[NH4+].[N+]([O-])(O)=O>[O-2:9].[O-2:14].[O-2:18].[O-2:2].[O-2:9].[O-2:9].[O-2:9].[O-2:9].[O-2:9].[Mo:1].[Mo:1].[Bi+3:12].[Bi+3:12] |f:1.2.3.4.5.6.7.8.9,11.12,14.15.16.17.18.19.20.21.22.23.24.25.26|. Reported procedure: 28.78 grams of molybdenum oxide (MoO3) were dissolved in a mixture of 72 ml of water and 36 ml of concentrated ammonium hydroxide, added to a solution of 97 grams of bismuth nitrate pentahydrate in ~184 ml of water and 30 ml of concentrated nitric acid with stirring, and the pH of the resulting mixture was adjusted to between 3 and 6.5 using ammonium hydroxide whereafter it was boiled for approximately 3 hours. The precipitate was filtered and washed with approximately 1000 ml of water. Reactants: COc1ccc(CCCOS(C)(=O)=O)cc1, CC#N, [I-], O=C(OC1CCNC1)c1ccc([N+](=O)[O-])cc1, [Na+], [Na+], [Na+], O=C([O-])[O-]. Yields the product COc1ccc(CCCN2CCC(OC(=O)c3ccc([N+](=O)[O-])cc3)C2)cc1. RXN SMILES: [CH3:1][S:2]([O:3][CH2:6][CH2:7][CH2:8][c:9]1[cH:10][cH:11][c:12]([O:15][CH3:16])[cH:13][cH:14]1)(=[O:4])=[O:5].[CH3:42][C:43]#[N:44].[I-:24].[N+:25](=[O:26])([O-:27])[c:28]1[cH:29][cH:30][c:31]([C:32](=[O:33])[O:34][CH:35]2[CH2:36][NH:37][CH2:38][CH2:39]2)[cH:40][cH:41]1.[Na+:17].[Na+:18].[Na+:23].[O-:19][C:20](=[O:21])[O-:22]>>[CH2:6]([CH2:7][CH2:8][c:9]1[cH:10][cH:11][c:12]([O:15][CH3:16])[cH:13][cH:14]1)[N:37]1[CH2:36][CH:35]([O:34][C:32]([c:31]2[cH:30][cH:29][c:28]([N+:25](=[O:26])[O-:27])[cH:41][cH:40]2)=[O:33])[CH2:39][CH2:38]1. Starting materials: three, BrC=1C=C(C(=NC1)N)OCC1=C(C=CC=C1F)Cl (5-Bromo-3-(2-chloro-6-fluoro-benzyloxy)-pyridin-2-ylamine), CN(C=O)C (dimethylformamide), C(=O)(O)C1=CC=C(C=C1)B(O)O (4-carboxybenzeneboronic acid), C([O-])([O-])=O.[K+].[K+] (potassium carbonate). Reagents/catalysts: C=1C=CC(=CC1)[P](C=2C=CC=CC2)(C=3C=CC=CC3)[Pd]([P](C=4C=CC=CC4)(C=5C=CC=CC5)C=6C=CC=CC6)([P](C=7C=CC=CC7)(C=8C=CC=CC8)C=9C=CC=CC9)[P](C=1C=CC=CC1)(C=1C=CC=CC1)C=1C=CC=CC1 (tetrakis(triphenylphosphine)palladium(0)). Solvent: O (water). Run at temperature 45 celsius, time 30 minute. Product: NC1=C(C=C(C=N1)C1=CC=C(C(=O)O)C=C1)OCC1=C(C=CC=C1F)Cl (4-[6-amino-5-(2-chloro-6-fluoro-benzyloxy)-pyridin-3-yl]-benzoic acid). Yield: 24.8%. RXN SMILES: Br[C:2]1[CH:3]=[C:4]([O:9][CH2:10][C:11]2[C:16]([F:17])=[CH:15][CH:14]=[CH:13][C:12]=2[Cl:18])[C:5]([NH2:8])=[N:6][CH:7]=1.[C:19]([C:22]1[CH:27]=[CH:26][C:25](B(O)O)=[CH:24][CH:23]=1)([OH:21])=[O:20].C(=O)([O-])[O-].[K+].[K+].CN(C)C=O>C1C=CC([P]([Pd]([P](C2C=CC=CC=2)(C2C=CC=CC=2)C2C=CC=CC=2)([P](C2C=CC=CC=2)(C2C=CC=CC=2)C2C=CC=CC=2)[P](C2C=CC=CC=2)(C2C=CC=CC=2)C2C=CC=CC=2)(C2C=CC=CC=2)C2C=CC=CC=2)=CC=1.O>[NH2:8][C:5]1[N:6]=[CH:7][C:2]([C:25]2[CH:26]=[CH:27][C:22]([C:19]([OH:21])=[O:20])=[CH:23][CH:24]=2)=[CH:3][C:4]=1[O:9][CH2:10][C:11]1[C:16]([F:17])=[CH:15][CH:14]=[CH:13][C:12]=1[Cl:18] |f:2.3.4,^1:45,47,66,85|. Reported procedure: 5-Bromo-3-(2-chloro-6-fluoro-benzyloxy)-pyridin-2-ylamine (Example I(e), 9.00 g, 27.0 mmol), 4-carboxybenzeneboronic acid (4.41 g, 27.0 mmol), tetrakis(triphenylphosphine)palladium(0) (0.99 g, 0.9 mmol), potassium carbonate (13.1 g, 95.0 mmol), dimethylformamide (72 mL) and water (36 mL) were charged to a 250 mL three neck round bottom flask equipped with a thermometer, a reflux condenser and magnetic stirring. The mixture was purged with nitrogen and gradually heated from 81° C. to 98° C. over ... Starting materials: N#Cc1cc(Cl)cc(Oc2c(F)c(CBr)cc(Br)c2Cl)c1, ClCCl, N. The product is N#Cc1cc(Cl)cc(Oc2c(F)c(CN)cc(Br)c2Cl)c1. As a reaction SMILES: [Br:2][c:3]1[c:4]([Cl:22])[c:5]([O:12][c:13]2[cH:14][c:15]([C:16]#[N:17])[cH:18][c:19]([Cl:21])[cH:20]2)[c:6]([F:11])[c:7]([CH2:9][Br:10])[cH:8]1.[Cl:23][CH2:24][Cl:25].[NH3:1]>>[NH2:1][CH2:9][c:7]1[c:6]([F:11])[c:5]([O:12][c:13]2[cH:14][c:15]([C:16]#[N:17])[cH:18][c:19]([Cl:21])[cH:20]2)[c:4]([Cl:22])[c:3]([Br:2])[cH:8]1.